This data is from the Open Reaction Database (ORD), a public repository of structured organic reaction records. The task is: describe an organic reaction: reactants, conditions, products, and yield Starting materials: C(CCCC)N1C(=O)C(=O)C2=CC=C(C=C12)OC (1-pentyl-6-methoxy-isatin), CC(CC(=O)NN)(C)C (3,3-dimethylbutanohydrazide). Yields the product COC1=CC=C2/C(/C(N(C2=C1)CCCCC)=O)=N/NC(CC(C)(C)C)=O (N′-[(3Z)-6-methoxy-1-pentyl-2-oxo-1,2-dihydro-3H-indol-3-ylidene]-3,3-dimethylbutanohydrazide). RXN SMILES: [CH2:1]([N:6]1[C:16]2[C:11](=[CH:12][CH:13]=[C:14]([O:17][CH3:18])[CH:15]=2)[C:9](=O)[C:7]1=[O:8])[CH2:2][CH2:3][CH2:4][CH3:5].[CH3:19][C:20]([CH3:27])([CH3:26])[CH2:21][C:22]([NH:24][NH2:25])=[O:23]>>[CH3:18][O:17][C:14]1[CH:15]=[C:16]2[C:11](/[C:9](=[N:25]/[NH:24][C:22](=[O:23])[CH2:21][C:20]([CH3:27])([CH3:26])[CH3:19])/[C:7](=[O:8])[N:6]2[CH2:1][CH2:2][CH2:3][CH2:4][CH3:5])=[CH:12][CH:13]=1. Procedure: The title compound was prepared as a yellow solid, using 1-pentyl-6-methoxy-isatin obtained in Example 39(A) and 3,3-dimethylbutanohydrazide according to the synthetic method E. NMR (CDCl3): δ 0.91 (t, 3H), 1.10 and 1.12 (s for isomers, 9H), 1.36 to 1.39 (m, 4H), 1.55 (s, 2H), 1.67-1.70 (m, 2H), 2.29 (s, 1H), 2.75 (s, 1H), 3.70 (t, 2H), 3.86 and 3.87 (s for isomers, 3H), 6.42 (s, 1H), 6.60 (d, 1H), 7.51 and 7.72 (d ans br s for isomers, 1H), 12.39 and 12.98 (s and br s for isomers, 1H).